From a dataset of the Open Reaction Database (ORD), a public repository of structured organic reaction records. describe an organic reaction: reactants, conditions, products, and yield The reactants are C/C(=C/CO)/CC\C=C(/CCC=C(C)C)\C ((2Z,6Z)-3,7,11-trimethyl-2,6,10-dodecatrien-1-ol), C1(=CC=C(C=C1)S(=O)(=O)O)C (p-toluenesulfonic acid), O (water). The solvent is O1CCCC=C1 (3,4-dihydro-2H-pyran). Conditions: time 2 hour. Product: C/C(=C/COC1OCCCC1)/CC\C=C(/CCC=C(C)C)\C (tetrahydro-2-[[(2Z,6Z)-3,7,11-trimethyl-2,6,10-dodecatrienyl]oxy]-2H-pyran). RXN SMILES: [CH3:1]/[C:2](/[CH2:6][CH2:7]/[CH:8]=[C:9](/[CH3:16])\[CH2:10][CH2:11][CH:12]=[C:13]([CH3:15])[CH3:14])=[CH:3]/[CH2:4][OH:5].[C:17]1(C)C=[CH:21][C:20](S(O)(=O)=O)=[CH:19][CH:18]=1.[OH2:28]>O1C=CCCC1>[CH3:1]/[C:2](/[CH2:6][CH2:7]/[CH:8]=[C:9](/[CH3:16])\[CH2:10][CH2:11][CH:12]=[C:13]([CH3:15])[CH3:14])=[CH:3]/[CH2:4][O:5][CH:21]1[CH2:20][CH2:19][CH2:18][CH2:17][O:28]1. Reported procedure: A solution of 1 g (0.0045 mol) of (2Z,6Z)-3,7,11-trimethyl-2,6,10-dodecatrien-1-ol in 32 ml of 3,4-dihydro-2H-pyran is treated at 0° with 91 mg of p-toluenesulfonic acid. The solution is stirred at the same temperature for 2 hours under argon. After the addition of 100 ml of water the mixture is extracted with ether. The organic phase is washed with sodium bicarbonate solution. After drying and removing the solvent the residue is chromatographed on silica gel with ether-hexane 1:1. There is obta... The reactants are COC(=O)C=1C=C2C(CC(NC2=CC1)C1=CC(=CC(=C1)F)Br)(C)C (2-(3-bromo-5-fluoro-phenyl)-4,4-dimethyl-1,2,3,4-tetrahydro-quinoline-6-carboxylic acid methyl ester), N1CCOCC1 (morpholine), Cl.CN(CC(=O)O)C (N,N-dimethylglycine hydrochloride), C([O-])([O-])=O.[K+].[K+] (potassium carbonate). The reagents and catalysts are [Cu]I (copper(I) iodide). Run in CS(=O)C (dimethyl sulfoxide). Yields the product COC(=O)C=1C=C2C(CC(NC2=CC1)C1=CC(=CC(=C1)N1CCOCC1)F)(C)C (2-(3-fluoro-5-morpholin-4-yl-phenyl)-4,4-dimethyl-1,2,3,4-tetrahydro-quinoline-6-carboxylic acid methyl ester). The yield is 80.3%. RXN SMILES: [CH3:1][O:2][C:3]([C:5]1[CH:6]=[C:7]2[C:12](=[CH:13][CH:14]=1)[NH:11][CH:10]([C:15]1[CH:20]=[C:19]([F:21])[CH:18]=[C:17](Br)[CH:16]=1)[CH2:9][C:8]2([CH3:24])[CH3:23])=[O:4].[NH:25]1[CH2:30][CH2:29][O:28][CH2:27][CH2:26]1.Cl.CN(C)CC(O)=O.C(=O)([O-])[O-].[K+].[K+]>CS(C)=O.[Cu]I>[CH3:1][O:2][C:3]([C:5]1[CH:6]=[C:7]2[C:12](=[CH:13][CH:14]=1)[NH:11][CH:10]([C:15]1[CH:16]=[C:17]([N:25]3[CH2:30][CH2:29][O:28][CH2:27][CH2:26]3)[CH:18]=[C:19]([F:21])[CH:20]=1)[CH2:9][C:8]2([CH3:24])[CH3:23])=[O:4] |f:2.3,4.5.6|. Procedure: 2-(3-bromo-5-fluoro-phenyl)-4,4-dimethyl-1,2,3,4-tetrahydro-quinoline-6-carboxylic acid methyl ester (3.9 g, 10.0 mmol), morpholine (9.0 mL, 95.0 mmol), copper(I) iodide (1.1 g, 6.0 mmol), N,N-dimethylglycine hydrochloride (1.1 g, 8.0 mmol), and potassium carbonate (4.1 g, 30.0 mmol) in dimethyl sulfoxide (20 mL) was stirred at 120° C. for 16 h. Then the reaction mixture was cooled to room temperature. The reaction mixture was extracted with ethyl acetate (200 mL×2), washed with saturated aqueou... Reactants: CN(C)C=O, ClCc1cccc(Cl)c1, N#CC(C#N)CCC(F)(F)F, [H-], [Na+]. Product: N#CC(C#N)(CCC(F)(F)F)Cc1cccc(Cl)c1. Reaction SMILES: [CH3:23][N:24]([CH3:25])[CH:26]=[O:27].[Cl:1][c:2]1[cH:3][c:4]([CH2:5][Cl:6])[cH:7][cH:8][cH:9]1.[F:12][C:13]([CH2:14][CH2:15][CH:16]([C:17]#[N:18])[C:19]#[N:20])([F:21])[F:22].[H-:10].[Na+:11]>>[Cl:1][c:2]1[cH:3][c:4]([CH2:5][C:16]([CH2:15][CH2:14][C:13]([F:12])([F:21])[F:22])([C:17]#[N:18])[C:19]#[N:20])[cH:7][cH:8][cH:9]1.